From a dataset of the Open Reaction Database (ORD), a public repository of structured organic reaction records. describe an organic reaction: reactants, conditions, products, and yield The reactants are C1=CC(=CC=C1N)O (p-aminophenol), C(CCCCCCCCCCCCCCCCC)N=C=O (n-Octadecyl isocyanate), C(CCCCCCCCCCCCCCCCC)N=C=O (n-octadecyl isocyanate). The solvent is C(C)C(=O)C (methyl ethyl ketone). Run at time 30 minute. The product is OC1=CC=C(C=C1)NC(=O)NCCCCCCCCCCCCCCCCCC (N-(4-hydroxyphenyl)-N'-n-octadecylurea). The yield is 95.3%. As a reaction SMILES: [CH:1]1[C:6]([NH2:7])=[CH:5][CH:4]=[C:3]([OH:8])[CH:2]=1.[CH2:9]([N:27]=[C:28]=[O:29])[CH2:10][CH2:11][CH2:12][CH2:13][CH2:14][CH2:15][CH2:16][CH2:17][CH2:18][CH2:19][CH2:20][CH2:21][CH2:22][CH2:23][CH2:24][CH2:25][CH3:26]>C(C(C)=O)C>[OH:8][C:3]1[CH:4]=[CH:5][C:6]([NH:7][C:28]([NH:27][CH2:9][CH2:10][CH2:11][CH2:12][CH2:13][CH2:14][CH2:15][CH2:16][CH2:17][CH2:18][CH2:19][CH2:20][CH2:21][CH2:22][CH2:23][CH2:24][CH2:25][CH3:26])=[O:29])=[CH:1][CH:2]=1. Procedure: Under a nitrogen atmosphere, p-aminophenol (109 g) was suspended in methyl ethyl ketone (2000 ml) and the suspension was heated to 70° C. n-Octadecyl isocyanate (296 g) was added dropwise to the suspension with vigorous stirring over a period of about 30 minutes. In this case, since heat of reaction was generated, n-octadecyl isocyanate was added dropwise at a rate at which the temperature of the reaction mixture was kept at 70°-75° C. After completion of the addition, the temperature of the rea... The product is BrC=1C=CC=2N(C1)C=C(N2)C(=O)NCC2=CC=C(C=C2)C(F)(F)F (6-Bromo-N-(4-(trifluoromethyl)benzyl)imidazo[1,2-a]pyridine-2-carboxamide). Starting materials: Intermediate I, FC(C1=CC=C(C=C1)CN)(F)F ((4-(trifluoromethyl)phenyl)methanamine), BrC=1C=CC=2N(C1)C=C(N2)C(=O)OCC (ethyl 6-bromoimidazo[1,2-a]pyridine-2-carboxylate). As a reaction SMILES: [F:1][C:2]([F:12])([F:11])[C:3]1[CH:8]=[CH:7][C:6]([CH2:9][NH2:10])=[CH:5][CH:4]=1.[Br:13][C:14]1[CH:15]=[CH:16][C:17]2[N:18]([CH:20]=[C:21]([C:23](OCC)=[O:24])[N:22]=2)[CH:19]=1>>[Br:13][C:14]1[CH:15]=[CH:16][C:17]2[N:18]([CH:20]=[C:21]([C:23]([NH:10][CH2:9][C:6]3[CH:5]=[CH:4][C:3]([C:2]([F:11])([F:12])[F:1])=[CH:8][CH:7]=3)=[O:24])[N:22]=2)[CH:19]=1. Procedure details: The title compound was prepared by essentially following the same procedures described for Intermediate I, using (4-(trifluoromethyl)phenyl)methanamine and ethyl 6-bromoimidazo[1,2-a]pyridine-2-carboxylate as starting materials. The reactants are BrCC(=O)C1=CC=C(C=C1)O (2-bromo-4′-hydroxyacetophenone), NC1=NC=CC=C1 (2-aminopyridine), C(O)([O-])=O.[Na+] (sodium hydrogencarbonate). Solvent: C(C)#N (acetonitrile). Conditions: temperature 110 celsius. Yields the product OC1=CC=C(C=C1)C=1N=C2N(C=CC=C2)C1 (2-(4′-hydroxyphenyl)imidazo[1,2-a]pyridine). The yield is 63.3%. RXN SMILES: Br[CH2:2][C:3]([C:5]1[CH:10]=[CH:9][C:8]([OH:11])=[CH:7][CH:6]=1)=O.[NH2:12][C:13]1[CH:18]=[CH:17][CH:16]=[CH:15][N:14]=1.C(=O)([O-])O.[Na+]>C(#N)C>[OH:11][C:8]1[CH:9]=[CH:10][C:5]([C:3]2[N:12]=[C:13]3[CH:18]=[CH:17][CH:16]=[CH:15][N:14]3[CH:2]=2)=[CH:6][CH:7]=1 |f:2.3|. Procedure: 649 mg (corresponding to 3.0 mmol) of 2-bromo-4′-hydroxyacetophenone and 285 mg (corresponding to 3.0 mmol) of 2-aminopyridine were dissolved in 20 mL of acetonitrile. The resulting solution was refluxed in an oil bath at 110° C. for one hour. After the reaction solution was cooled down to room temperature, 254 mg (corresponding to 5.4 mmol) of sodium hydrogencarbonate was added thereto. The resulting mixture was refluxed in an oil bath at 100° C. for one hour. After the completion of the reacti... Reactants: OC1=C(C2=CC=C(C=C2C=C1)[N+](=O)[O-])C=O (2-hydroxy-6-nitro-1-naphthaldehyde), CN1C(C(C2=CC=CC=C12)(C)C)=C (1,3,3-trimethyl-2-methyleneindoline). The solvent is C(C)O (ethanol). Run at temperature 0 celsius. Product: O1C2(C=CC=C1)NC1=CC=CC=C1C2 (indolinespiropyran). RXN SMILES: [OH:1][C:2]1C=CC2[C:4](=CC=C([N+]([O-])=O)C=2)[C:3]=1C=O.C[N:18]1[C:26]2[C:21](=[CH:22][CH:23]=[CH:24][CH:25]=2)[C:20](C)(C)[C:19]1=[CH2:29]>C(O)C>[O:1]1[CH:2]=[CH:3][CH:4]=[CH:29][C:19]21[CH2:20][C:21]1[C:26](=[CH:25][CH:24]=[CH:23][CH:22]=1)[NH:18]2. Procedure: A solution is prepared of 2.17 g. (0.0295 mole) of 2-hydroxy-6-nitro-1-naphthaldehyde in 80 cm3 of hot ethanol, to this is added 1.73 g. (0.0295 mole) of 1,3,3-trimethyl-2-methyleneindoline and the mixture is heated for two hours at boiling temperature under reflux. The mixture is then cooled to 0° C. and a precipitate of indolinespiropyran is obtained. This is filtered and dried. The composition has a melting point of 234° C. The product is recrystallized twice from benzene and the melting poin... Reactants: C(CCC)C=1C(=CC(NN1)=O)C1=CC=C(C=C1)OC1CCCCC1 (6-butyl-5-(4-cyclohexyloxy-phenyl)-2H-pyridazin-3-one), P(=O)(Cl)(Cl)Cl (phosphorous oxychloride). Reaction conditions: temperature 90 celsius. Yields the product C(CCC)C=1N=NC(=CC1C1=CC=C(C=C1)OC1CCCCC1)Cl (3-butyl-6-chloro-4-(4-cyclohexyloxy-phenyl)-pyridazine). As a reaction SMILES: [CH2:1]([C:5]1[C:6]([C:12]2[CH:17]=[CH:16][C:15]([O:18][CH:19]3[CH2:24][CH2:23][CH2:22][CH2:21][CH2:20]3)=[CH:14][CH:13]=2)=[CH:7][C:8](=O)[NH:9][N:10]=1)[CH2:2][CH2:3][CH3:4].P(Cl)(Cl)([Cl:27])=O>>[CH2:1]([C:5]1[N:10]=[N:9][C:8]([Cl:27])=[CH:7][C:6]=1[C:12]1[CH:17]=[CH:16][C:15]([O:18][CH:19]2[CH2:24][CH2:23][CH2:22][CH2:21][CH2:20]2)=[CH:14][CH:13]=1)[CH2:2][CH2:3][CH3:4]. Procedure details: A suspension of the pyridazin-3-one (58.4 mmol, 19.1 g) in phosphorous oxychloride (292 mmol, 26.7 mL) was heated at 90° C. for 30 min with stirring during which period the starting material was fully consumed as judged by TLC. The reaction mixture was cooled to room temperature and the volatiles were removed in vacuo. The residue was dissolved in ethyl acetate (200 mL), washed with saturated NaHCO3 (3×100 mL), brine (100 mL), dried (Na2SO4) filtered and concentrated under reduced pressure. The ... Starting materials: [N+](=O)([O-])C=1C=C(C=CC1N)C1=CC=CC=C1 (3-nitro-4-amino-1,1′-biphenyl), S(O)(O)(=O)=O (sulfuric acid), N(=O)[O-].[Na+] (sodium nitrite), [N+](=O)([O-])C=1C=C(C=CC1N)C1=CC=CC=C1 (3-Nitro-4-amino-1,1′-biphenyl), N(=O)[O-].[Na+] (sodium nitrite), C(C)OCC (diethyl ether). Run in C(C)(=O)O (acetic acid). Conditions: temperature 20 celsius, time 1 hour. Product: S(=O)(=O)(O)[O-].C1(=CC=CC=C1)C1=CC(=C(C=C1)[N+]#N)[N+](=O)[O-] (4-Phenyl-2-nitrobenzenediazonium Hydrogen Sulfate). Reaction SMILES: [S:1](=[O:5])(=[O:4])([OH:3])[OH:2].[N:6]([O-])=O.[Na+].[N+:10]([C:13]1[CH:14]=[C:15]([C:20]2[CH:25]=[CH:24][CH:23]=[CH:22][CH:21]=2)[CH:16]=[CH:17][C:18]=1[NH2:19])([O-:12])=[O:11].C(OCC)C>C(O)(=O)C>[S:1]([O-:5])([OH:4])(=[O:3])=[O:2].[C:20]1([C:15]2[CH:16]=[CH:17][C:18]([N+:19]#[N:6])=[C:13]([N+:10]([O-:12])=[O:11])[CH:14]=2)[CH:25]=[CH:24][CH:23]=[CH:22][CH:21]=1 |f:1.2,6.7|. Procedure details: To 70 mL of sulfuric acid at 10° C. is added portionwise sodium nitrite (7 g, 0.1 mol). The reaction mixture is warmed to 20° C. to dissolve all the sodium nitrite and then cooled to 15° C. To the reaction mixture is added over 30 minutes a suspension of 3-nitro-4-amino-1,1′-biphenyl (7.33 g, 0.034 mol), prepared in (B) above, in 60 mL of acetic acid. The reaction mixture is stirred for one hour at 10° C. and then to the reaction mixture is added 500 mL of diethyl ether. An exotherm occurs. The ... Starting materials: O=C([O-])O, CO, [Na+], O=S(=O)(O)O, Cc1ccc(CCCC(=O)O)cc1. Yields the product COC(=O)CCCc1ccc(C)cc1. RXN SMILES: [C:19](=[O:20])([OH:21])[O-:22].[CH3:24][OH:25].[Na+:23].[S:14](=[O:15])(=[O:16])([OH:17])[OH:18].[c:1]1([CH3:13])[cH:2][cH:3][c:4]([CH2:7][CH2:8][CH2:9][C:10](=[O:11])[OH:12])[cH:5][cH:6]1>>[c:1]1([CH3:13])[cH:2][cH:3][c:4]([CH2:7][CH2:8][CH2:9][C:10](=[O:11])[O:12][CH3:19])[cH:5][cH:6]1. The reactants are CC(C)C(=O)Cl, Fc1ccc(NC2CCN(Cc3ccccc3)C2)c(F)c1, CN(C)c1ccncc1, c1ccncc1. Yields the product CC(C)C(=O)N(c1ccc(F)cc1F)C1CCN(Cc2ccccc2)C1. RXN SMILES: [C:22]([CH:23]([CH3:24])[CH3:25])(=[O:26])[Cl:27].[CH2:1]([c:2]1[cH:3][cH:4][cH:5][cH:6][cH:7]1)[N:8]1[CH2:9][CH:10]([NH:13][c:14]2[c:15]([F:21])[cH:16][c:17]([F:20])[cH:18][cH:19]2)[CH2:11][CH2:12]1.[CH3:28][N:29]([c:30]1[cH:31][cH:32][n:33][cH:34][cH:35]1)[CH3:36].[cH:37]1[cH:38][cH:39][n:40][cH:41][cH:42]1>>[CH2:1]([c:2]1[cH:3][cH:4][cH:5][cH:6][cH:7]1)[N:8]1[CH2:9][CH:10]([N:13]([c:14]2[c:15]([F:21])[cH:16][c:17]([F:20])[cH:18][cH:19]2)[C:22]([CH:23]([CH3:24])[CH3:25])=[O:26])[CH2:11][CH2:12]1.